This data is from the Open Reaction Database (ORD), a public repository of structured organic reaction records. The task is: describe an organic reaction: reactants, conditions, products, and yield Reactants: Cl.NCC1=CC=C(C=C1)S(=O)(=O)N (4-Aminomethyl-benzenesulfonamide hydrochloride), BrC1=CN=C2N1C=C(N=C2Br)Br (3,6,8-Tribromo-imidazo[1,2-a]pyrazine), CCN(C(C)C)C(C)C (DIPEA). The solvent is C(C(C)C)O (iBuOH). Conditions: temperature 108 celsius, time 3 hour. The product is BrC1=CN=C2N1C=C(N=C2NCC2=CC=C(C=C2)S(=O)(=O)N)Br (4-[(3,6-Dibromo-imidazo[1,2-a]pyrazin-8-ylamino)-methyl]-benzenesulfonamide). Yield: 75.9%. RXN SMILES: Cl.[NH2:2][CH2:3][C:4]1[CH:9]=[CH:8][C:7]([S:10]([NH2:13])(=[O:12])=[O:11])=[CH:6][CH:5]=1.[Br:14][C:15]1[N:19]2[CH:20]=[C:21]([Br:25])[N:22]=[C:23](Br)[C:18]2=[N:17][CH:16]=1.CCN(C(C)C)C(C)C>C(O)C(C)C>[Br:14][C:15]1[N:19]2[CH:20]=[C:21]([Br:25])[N:22]=[C:23]([NH:2][CH2:3][C:4]3[CH:5]=[CH:6][C:7]([S:10]([NH2:13])(=[O:11])=[O:12])=[CH:8][CH:9]=3)[C:18]2=[N:17][CH:16]=1 |f:0.1|. Reported procedure: 4-Aminomethyl-benzenesulfonamide hydrochloride (2.22 g, 10 mmol) was added to a solution of 3,6,8-Tribromo-imidazo[1,2-a]pyrazine (2.77 g, 10 mmol) and DIPEA (3.65 ml, 21 mmol) in iBuOH (20 mL). The reaction was stirred at 108° C. for 3 h then allowed to cool to room temperature. The precipitate formed was filtered and washed with diethyl ether to give 4-[(3,6-Dibromo-imidazo[1,2-a]pyrazin-8-ylamino)-methyl]-benzenesulfonamide as a pale brown solid (3.5 g, 76% yield). LC-MS m/z 462 [M+H]+. The reactants are Oc1ccc(F)cc1Br, COC(=O)Cl, [Na+], [OH-], O. Yields the product COC(=O)Oc1ccc(F)cc1Br. As a reaction SMILES: [Br:1][c:2]1[c:3]([OH:9])[cH:4][cH:5][c:6]([F:8])[cH:7]1.[Cl:10][C:11](=[O:12])[O:13][CH3:14].[Na+:16].[OH-:15].[OH2:17]>>[Br:1][c:2]1[c:3]([O:9][C:11](=[O:12])[O:13][CH3:14])[cH:4][cH:5][c:6]([F:8])[cH:7]1. Reactants: [OH-].[Na+] (sodium hydroxide), C(C1=CC=CC=C1)(=O)O.C(C1=CC=CC=C1)(=O)O.OC1=C(C=C(C=C1)O)S(=O)(=O)O.N1=CC=CC=C1 (pyridine 2.5 -dihydroxybenzenesulphonate dibenzoate). The yield is 65.6%. As a reaction SMILES: [OH-].[Na+:2].[C:3]([OH:11])(=[O:10])[C:4]1[CH:9]=[CH:8][CH:7]=[CH:6][CH:5]=1.[C:12]([OH:20])(=[O:19])[C:13]1[CH:18]=[CH:17][CH:16]=[CH:15][CH:14]=1.[OH:21][C:22]1[CH:27]=[CH:26][C:25]([OH:28])=[CH:24][C:23]=1[S:29]([OH:32])(=[O:31])=[O:30].N1C=CC=CC=1>O.C(O)C>[C:3]([O-:11])(=[O:10])[C:4]1[CH:9]=[CH:8][CH:7]=[CH:6][CH:5]=1.[C:12]([OH:20])(=[O:19])[C:13]1[CH:18]=[CH:17][CH:16]=[CH:15][CH:14]=1.[OH:21][C:22]1[CH:27]=[CH:26][C:25]([OH:28])=[CH:24][C:23]=1[S:29]([OH:32])(=[O:30])=[O:31].[Na+:2] |f:0.1,2.3.4.5,8.9.10.11|. Yields the product C(C1=CC=CC=C1)(=O)[O-].C(C1=CC=CC=C1)(=O)O.OC1=C(C=C(C=C1)O)S(=O)(=O)O.[Na+] (sodium 2.5-dihydroxybenzenesulphonate dibenzoate). The solvent is O (water), O (water), C(C)O (ethanol). Procedure details: 0.4 g of sodium hydroxide dissolved in a minimum quantity of water was added to a suspension of 4.8 g pyridine 2.5 -dihydroxybenzenesulphonate dibenzoate in 50 ml of ethanol. The precipitate obtained in the water was recrystallized, and 2.8 g of sodium 2.5-dihydroxybenzenesulphonate dibenzoate were obtained. The infra-red spectrum recorded on a KBr disc, gave maxima at the following frequencies: 1740, 1480, 1465, 1240, 1175, 1060, 1025 and 705 cm-1. The reactants are IC=1C=C(C[C@H](N)C(=O)O)C=C(C1OC1=CC(=C(C=C1)O)I)I (3,3',5-triiodo-L-thyronine), BrCC(=O)Br (bromoacetyl bromide). Run in C(C)(=O)OCC (ethyl acetate). Yields the product BrCC(=O)N[C@@H](CC1=CC(=C(C(=C1)I)OC1=CC(=C(C=C1)O)I)I)C(=O)O (N-bromoacetyl-3,3',5-triiodo-L-thyronine). Reaction SMILES: [I:1][C:2]1[CH:3]=[C:4]([CH:11]=[C:12]([I:23])[C:13]=1[O:14][C:15]1[CH:20]=[CH:19][C:18]([OH:21])=[C:17]([I:22])[CH:16]=1)[CH2:5][C@@H:6]([C:8]([OH:10])=[O:9])[NH2:7].[Br:24][CH2:25][C:26](Br)=[O:27]>C(OCC)(=O)C>[Br:24][CH2:25][C:26]([NH:7][C@H:6]([C:8]([OH:10])=[O:9])[CH2:5][C:4]1[CH:3]=[C:2]([I:1])[C:13]([O:14][C:15]2[CH:20]=[CH:19][C:18]([OH:21])=[C:17]([I:22])[CH:16]=2)=[C:12]([I:23])[CH:11]=1)=[O:27]. Reported procedure: According to the present invention a solution of 3,3',5-triiodo-L-thyronine and bromoacetyl bromide in ethyl acetate is refluxed for a period of time to produce the bromoacetylated hormone which is then fractionated by high speed countercurrent chromatography to yield highly pure N-bromoacetyl-3,3',5-triiodo-L-thyronine. Starting materials: C1(=CC=CC=C1)P(C1=CC=CC=C1)C1=CC=CC=C1 (triphenylphosphine), CC=1N=C(SC1CO)C1=CC=C(C=C1)C(F)(F)F ([4-Methyl-2-(4-trifluoromethyl-phenyl)-thiazol-5-yl]-methanol), BrN1C(CCC1=O)=O (N-bromosuccinimide). Run in C1CCOC1 (THF). Reaction conditions: time 45 minute. The product is BrCC1=C(N=C(S1)C1=CC=C(C=C1)C(F)(F)F)C (5-Bromomethyl-4-methyl-2-(4-trifluoromethyl-phenyl)-thiazole). The yield is 83.9%. As a reaction SMILES: [CH3:1][C:2]1[N:3]=[C:4]([C:9]2[CH:14]=[CH:13][C:12]([C:15]([F:18])([F:17])[F:16])=[CH:11][CH:10]=2)[S:5][C:6]=1[CH2:7]O.C1(P(C2C=CC=CC=2)C2C=CC=CC=2)C=CC=CC=1.[Br:38]N1C(=O)CCC1=O>C1COCC1>[Br:38][CH2:7][C:6]1[S:5][C:4]([C:9]2[CH:14]=[CH:13][C:12]([C:15]([F:18])([F:17])[F:16])=[CH:11][CH:10]=2)=[N:3][C:2]=1[CH3:1]. Reported procedure: Cool (10° C.) a solution of [4-methyl-2-(4-trifluoromethyl-phenyl)-thiazol-5-yl]-methanol (Example 2, 753 mg, 3 mmol) in THF (12 mL) add triphenylphosphine (864 mg, 3.3 mmol) followed by freshly recrystallized N-bromosuccinimide (587 mg, 3.3 mmol). On complete addition, remove the cold bath and stir continuously for 45 min. Concentrate the resulting mixture under vacuum and purify the residue by flash chromatography (elute with 10% ethyl acetate/10% dichloromethane in heptane) to give the title ... The reactants are CCOP(=O)(CC(=O)OC(C)(C)C)OCC, CCOC(=O)c1ccc(C2CCC(C=O)CC2)cc1, [H-], [K+], [Na+], CN(C)C=O, O=S(=O)([O-])O. The product is CCOC(=O)c1ccc(C2CCC(C=CC(=O)OC(C)(C)C)CC2)cc1. Reaction SMILES: [CH2:1]([O:2][P:3]([O:4][CH2:5][CH3:6])(=[O:7])[CH2:9][C:10](=[O:11])[O:12][C:13]([CH3:14])([CH3:15])[CH3:16])[CH3:8].[CH:19](=[O:20])[CH:21]1[CH2:22][CH2:23][CH:24]([c:27]2[cH:28][cH:29][c:30]([C:31](=[O:32])[O:33][CH2:34][CH3:35])[cH:36][cH:37]2)[CH2:25][CH2:26]1.[H-:17].[K+:43].[Na+:18].[O:44]=[CH:45][N:46]([CH3:47])[CH3:48].[S:38]([O-:39])([OH:40])(=[O:41])=[O:42]>>[CH:9]([C:10](=[O:11])[O:12][C:13]([CH3:14])([CH3:15])[CH3:16])=[CH:19][CH:21]1[CH2:22][CH2:23][CH:24]([c:27]2[cH:28][cH:29][c:30]([C:31](=[O:32])[O:33][CH2:34][CH3:35])[cH:36][cH:37]2)[CH2:25][CH2:26]1.